From a dataset of the Open Reaction Database (ORD), a public repository of structured organic reaction records. describe an organic reaction: reactants, conditions, products, and yield Reactants: ice, OC[C@@H]1N(C[C@H](C1)O)S(=O)(=O)C1=CC=C(C=C1)C ((2R, 4S)-2-hydroxymethyl-4-hydroxy-1-(4-toluene- sulfonyl)-pyrrolidine), N1=CC=CC=C1 (pyridine), C1(=CC=C(C=C1)S(=O)(=O)Cl)C (p-toluenesulfonyl chloride), Cl (hydrogen chloride). Run in C(C)O (ethanol). Reaction conditions: temperature 50 celsius. Product: C1(=CC=C(C=C1)S(=O)(=O)N1[C@@H](C[C@H](C1)OS(=O)(=O)C1=CC=C(C=C1)C)CCl)C ((2S, 4R)-1-(4-Toluenesulfonyl)-2-(chloromethyl)-4-(4-toluenesulfonyloxy)-pyrrolidine). Yield: 70.0%. RXN SMILES: O[CH2:2][C@H:3]1[CH2:7][C@H:6]([OH:8])[CH2:5][N:4]1[S:9]([C:12]1[CH:17]=[CH:16][C:15]([CH3:18])=[CH:14][CH:13]=1)(=[O:11])=[O:10].N1C=CC=CC=1.[C:25]1([CH3:35])[CH:30]=[CH:29][C:28]([S:31](Cl)(=[O:33])=[O:32])=[CH:27][CH:26]=1.[ClH:36]>C(O)C>[C:15]1([CH3:18])[CH:16]=[CH:17][C:12]([S:9]([N:4]2[CH2:5][C@H:6]([O:8][S:31]([C:28]3[CH:27]=[CH:26][C:25]([CH3:35])=[CH:30][CH:29]=3)(=[O:32])=[O:33])[CH2:7][C@H:3]2[CH2:2][Cl:36])(=[O:11])=[O:10])=[CH:13][CH:14]=1. Procedure details: To an ice-cold solution of 170 g (626.5 mmol) of (2R, 4S)-2-hydroxymethyl-4-hydroxy-1-(4-toluene- sulfonyl)-pyrrolidine in 0.5 1 of pyridine was added 250 g (1.32 mol) of p-toluenesulfonyl chloride in one portion and the reaction was warmed to 50° C. After 6 hours the mixture was cooled with an ice bath and 3 1 of 10% aqueous hydrogen chloride solution was carefully added. A white precipitate formed which was isolated via filtration and then taken in 1 1 of ethanol and heated to reflux for 30 mi... Reactants: ClC=1C=CC2=C(C1)OCC1=CN=CC=C12 (8-chloro-5H-chromeno[3,4-c]pyridine), OC[C@H](CC(C)C)N1C(C2=CC=CC=C2C1=O)=O ((S)-2-(1-hydroxy-4-methylpentan-2-yl)isoindoline-1,3-dione), C(C)(C)(C)P(C1=C(C=CC=C1)C1=C(C=C(C=C1C(C)C)C(C)C)C(C)C)C(C)(C)C (di-tert-butyl(2′,4′,6′-triisopropyl-[1,1′-biphenyl]-2-yl)phosphine), C([O-])([O-])=O.[Cs+].[Cs+] (cesium carbonate). Reagents/catalysts: C(C)(=O)[O-].[Pd+2].C(C)(=O)[O-] (palladium (II) acetate). Solvent: C1(=CC=CC=C1)C (toluene). Conditions: temperature 80 celsius. Product: C1=C2C(=CN=C1)COC=1C=C(C=CC12)OC[C@H](CC(C)C)N1C(C2=CC=CC=C2C1=O)=O ((5)-2-(1-((5H-chromeno[3,4-c]pyridin-8-yl)oxy)-4-methylpentan-2-yl)isoindoline-1,3-dione). Isolated yield 101.7%. Reaction SMILES: Cl[C:2]1[CH:3]=[CH:4][C:5]2[C:15]3[C:10](=[CH:11][N:12]=[CH:13][CH:14]=3)[CH2:9][O:8][C:6]=2[CH:7]=1.[OH:16][CH2:17][C@@H:18]([N:23]1[C:31](=[O:32])[C:30]2[C:25](=[CH:26][CH:27]=[CH:28][CH:29]=2)[C:24]1=[O:33])[CH2:19][CH:20]([CH3:22])[CH3:21].C(P(C(C)(C)C)C1C=CC=CC=1C1C(C(C)C)=CC(C(C)C)=CC=1C(C)C)(C)(C)C.C(=O)([O-])[O-].[Cs+].[Cs+]>C1(C)C=CC=CC=1.C([O-])(=O)C.[Pd+2].C([O-])(=O)C>[CH:14]1[CH:13]=[N:12][CH:11]=[C:10]2[CH2:9][O:8][C:6]3[CH:7]=[C:2]([O:16][CH2:17][C@@H:18]([N:23]4[C:24](=[O:33])[C:25]5[C:30](=[CH:29][CH:28]=[CH:27][CH:26]=5)[C:31]4=[O:32])[CH2:19][CH:20]([CH3:22])[CH3:21])[CH:3]=[CH:4][C:5]=3[C:15]=12 |f:3.4.5,7.8.9|. Procedure: To a stirred suspension of 8-chloro-5H-chromeno[3,4-c]pyridine (1 g, 4.59 mmol), (S)-2-(1-hydroxy-4-methylpentan-2-yl)isoindoline-1,3-dione (3.43 g, 13.88 mmol), di-tert-butyl(2′,4′,6′-triisopropyl-[1,1′-biphenyl]-2-yl)phosphine (1.17 g, 2.76 mmol) and cesium carbonate (2.245 g, 6.89 mmol) in toluene (4 mL) was added palladium (II) acetate (0.309 g, 1.38 mmol). Nitrogen gas was bubbled through the mixture for 5 min, and then the mixture was heated at 80° C. for 14 h. The reaction was diluted wit... Starting materials: CCCc1cc(C)[nH]c(=O)c1CNC(=O)c1cc(Br)cc(N(CC)C2CCOCC2)c1C, O=C([O-])[O-], CC1(C)OB(c2ccc(C=O)nc2)OC1(C)C, [Na+], [Na+], C1COCCO1. Product: CCCc1cc(C)[nH]c(=O)c1CNC(=O)c1cc(-c2ccc(C=O)nc2)cc(N(CC)C2CCOCC2)c1C. As a reaction SMILES: [Br:1][c:2]1[cH:3][c:4]([N:24]([CH:25]2[CH2:26][CH2:27][O:28][CH2:29][CH2:30]2)[CH2:31][CH3:32])[c:5]([CH3:23])[c:6]([C:7](=[O:8])[NH:9][CH2:10][c:11]2[c:12](=[O:21])[nH:13][c:14]([CH3:20])[cH:15][c:16]2[CH2:17][CH2:18][CH3:19])[cH:22]1.[C:50](=[O:51])([O-:52])[O-:53].[CH3:33][C:34]1([CH3:35])[C:36]([CH3:37])([CH3:38])[O:39][B:40]([c:41]2[cH:42][cH:43][c:44]([CH:47]=[O:48])[n:45][cH:46]2)[O:49]1.[Na+:54].[Na+:55].[O:56]1[CH2:57][CH2:58][O:59][CH2:60][CH2:61]1>>[c:2]1(-[c:41]2[cH:42][cH:43][c:44]([CH:47]=[O:48])[n:45][cH:46]2)[cH:3][c:4]([N:24]([CH:25]2[CH2:26][CH2:27][O:28][CH2:29][CH2:30]2)[CH2:31][CH3:32])[c:5]([CH3:23])[c:6]([C:7](=[O:8])[NH:9][CH2:10][c:11]2[c:12](=[O:21])[nH:13][c:14]([CH3:20])[cH:15][c:16]2[CH2:17][CH2:18][CH3:19])[cH:22]1. The reactants are COc1cc(C)c(Br)cc1C(=O)c1ccc(C)cc1, Cc1ccc(C(=O)c2cc(Br)ccc2O)cc1. The product is Cc1ccc(C(=O)c2cc(Br)c(C)cc2O)cc1. RXN SMILES: [Br:18][c:19]1[c:20]([CH3:36])[cH:21][c:22]([O:34][CH3:35])[c:23]([C:24](=[O:25])[c:26]2[cH:27][cH:28][c:29]([CH3:32])[cH:30][cH:31]2)[cH:33]1.[Br:1][c:2]1[cH:3][cH:4][c:5]([OH:6])[c:7]([C:9]([c:10]2[cH:11][cH:12][c:13]([CH3:14])[cH:15][cH:16]2)=[O:17])[cH:8]1>>[Br:18][c:19]1[c:20]([CH3:36])[cH:21][c:22]([OH:34])[c:23]([C:24](=[O:25])[c:26]2[cH:27][cH:28][c:29]([CH3:32])[cH:30][cH:31]2)[cH:33]1.